From a dataset of the Open Reaction Database (ORD), a public repository of structured organic reaction records. describe an organic reaction: reactants, conditions, products, and yield The reactants are C(C1=CC=CC=C1)N1CC2=C(N=C(N=C2Cl)Cl)CC1 (6-benzyl-2,4-dichloro-5,6,7,8-tetrahydropyrido[4,3-d]pyrimidine), [Cl-].CO[C@H]1C(C[NH2+]CC1)(C)C ((R)-4-methoxy-3,3-dimethylpiperidin-1-ium chloride), TEA. Run in CC(C)O (iPrOH). Run at temperature 50 celsius. Product: C(C1=CC=CC=C1)N1CC2=C(N=C(N=C2N2CC([C@@H](CC2)OC)(C)C)Cl)CC1 ((R)-6-Benzyl-2-chloro-4-(4-methoxy-3,3-dimethylpiperidin-1-yl)-5,6,7,8-tetrahydropyrido[4,3-d]pyrimidine). As a reaction SMILES: [CH2:1]([N:8]1[CH2:19][CH2:18][C:11]2[N:12]=[C:13]([Cl:17])[N:14]=[C:15](Cl)[C:10]=2[CH2:9]1)[C:2]1[CH:7]=[CH:6][CH:5]=[CH:4][CH:3]=1.[Cl-].[CH3:21][O:22][C@@H:23]1[CH2:28][CH2:27][NH2+:26][CH2:25][C:24]1([CH3:30])[CH3:29]>CC(O)C>[CH2:1]([N:8]1[CH2:19][CH2:18][C:11]2[N:12]=[C:13]([Cl:17])[N:14]=[C:15]([N:26]3[CH2:27][CH2:28][C@@H:23]([O:22][CH3:21])[C:24]([CH3:30])([CH3:29])[CH2:25]3)[C:10]=2[CH2:9]1)[C:2]1[CH:7]=[CH:6][CH:5]=[CH:4][CH:3]=1 |f:1.2|. Procedure details: To a solution of 6-benzyl-2,4-dichloro-5,6,7,8-tetrahydropyrido[4,3-d]pyrimidine (5.55 g, 18.8 mmol) in iPrOH (170 mL) was added (R)-4-methoxy-3,3-dimethylpiperidin-1-ium chloride, Example 7-D (3.08 g, 17.1 mmol) and TEA (7.2 mL, 51.4 mmol). The reaction mixture was then heated overnight at 50° C. At that point the solvent was removed in vacuo and the residue was purified via FCC (0-50% EtOAc/heptane) to give the title compound. MS (ESI+) m/z 401.3 (M+H)+. The reactants are C1(=CC=CC=C1)OC([C@@H](NC(=O)OC(C)(C)C)CCSC)=O (Boc-methionine phenyl ester), C1CCC(CC1)N=C=NC2CCCCC2 (DCCI), ON1N=NC2=C1C=CC=C2 (1-hydroxy benzotriazole), C(Cl)Cl.CN(C)C=O (CH2Cl2 DMF), Example 1 ( b ). The product is C1(=CC=CC=C1)OC([C@@H](NC([C@@H](NC(CN)=O)CC1=CC=CC=C1)=O)CCSC)=O (glycyl-L-phenylalanyl-L-methionine phenyl ester). As a reaction SMILES: [C:1]1([O:7][C:8](=[O:22])[C@H:9]([CH2:18][CH2:19][S:20][CH3:21])[NH:10][C:11]([O:13]C(C)(C)C)=O)[CH:6]=[CH:5][CH:4]=[CH:3][CH:2]=1.ON1[C:28]2[CH:29]=[CH:30][CH:31]=[CH:32][C:27]=2N=N1.C1CC[CH:36]([N:39]=C=NC2CCCCC2)CC1.[CH2:48](Cl)Cl.[CH3:51][N:52]([CH:54]=[O:55])C>>[C:1]1([O:7][C:8](=[O:22])[C@H:9]([CH2:18][CH2:19][S:20][CH3:21])[NH:10][C:11](=[O:13])[C@H:51]([CH2:48][C:27]2[CH:32]=[CH:31][CH:30]=[CH:29][CH:28]=2)[NH:52][C:54](=[O:55])[CH2:36][NH2:39])[CH:2]=[CH:3][CH:4]=[CH:5][CH:6]=1 |f:3.4|. Procedure details: Starting from Boc-methionine phenyl ester resin (0.364 g, 0.15 m mol); glycyl-L-phenylalanyl-L-methionine phenyl ester resin was prepared as described in ⟦Example 2, p. 15-16, provisional patent application No. 29207/1977.⟧ Example 1 (b). After thorough washings, ##STR19## (47 mg, 0.095 m mol) in 1:1 CH2Cl2 /DMF (2 ml) containing 1-hydroxy benzotriazole (34 mg, 0.2 m mol) was treated with DCCI (0.15 m mol) and the mixture added to the resin and thoroughly stirred overnight. The resin was washed ... The reactants are FC1=C(C=CC(=C1)F)[C@]1(OC1)[C@H](C)O ((1S)-1-[(2R)-2-(2,4-difluorophenyl)-2-oxiranyl]ethanol), N1C=NC2=NC=CC=C21 (1H-imidazo[4,5-b]pyridine), FC1=C(C=CC(=C1)F)[C@]1(OC1)[C@@H](C)N1C=NC=2C1=NC=CC2 ((2S)-2-(2,4-difluorophenyl)-2-[(1R)-1-(3H-3imidazo [4,5-b]pyridyl)ethyl]oxirane). Yields the product FC1=C(C=CC(=C1)F)[C@]1(OC1)[C@@H](C)N1C=NC2=NC=CC=C21 ((2S)-2-(2,4-difluorophenyl)-2-[(1R)-1-(1H-1-imidazo[4,5-b]pyridyl) ethyl]oxirane). The yield is 22.7%. Reaction SMILES: [F:1][C:2]1[CH:7]=[C:6]([F:8])[CH:5]=[CH:4][C:3]=1[C@:9]1([C@@H:12](O)[CH3:13])[CH2:11][O:10]1.[NH:15]1[C:23]2[C:18](=[N:19][CH:20]=[CH:21][CH:22]=2)[N:17]=[CH:16]1.FC1C=C(F)C=CC=1[C@]1([C@H](N2C3=NC=CC=C3N=C2)C)CO1>>[F:1][C:2]1[CH:7]=[C:6]([F:8])[CH:5]=[CH:4][C:3]=1[C@:9]1([C@H:12]([N:15]2[C:23]3[C:18](=[N:19][CH:20]=[CH:21][CH:22]=3)[N:17]=[CH:16]2)[CH3:13])[CH2:11][O:10]1. Procedure: Using (1S)-1-[(2R)-2-(2,4-difluorophenyl)-2-oxiranyl]ethanol (981 mg) and 1H-imidazo[4,5-b]pyridine (472 mg), (2S)-2-(2,4-difluorophenyl)-2-[(1R)-1-(3H-3imidazo [4,5-b]pyridyl)ethyl]oxirane (501 mg) and (2S)-2-(2,4-difluorophenyl)-2-[(1R)-1-(1H-1-imidazo[4,5-b]pyridyl) ethyl]oxirane (271 mg) were obtained by the same way as in Reference Example 2. Reactants: Cl (hydrogen chloride), C(C)(C)(C)OC(=O)N1CCN(CC1)C1=C(C=CC=C1)CNC(C)=O (N-[2-(4-t-butoxycarbonylpiperazin-1-yl)phenylmethyl]acetamide). Solvent: CO (methanol). Reaction conditions: time 4 hour. The product is Cl.N1(CCNCC1)C1=C(C=CC=C1)CNC(C)=O (N-[2-(Piperazin-1-yl)phenylmethyl]acetamide Hydrochloride). Yield: 99.0%. As a reaction SMILES: [ClH:1].C(OC([N:9]1[CH2:14][CH2:13][N:12]([C:15]2[CH:20]=[CH:19][CH:18]=[CH:17][C:16]=2[CH2:21][NH:22][C:23](=[O:25])[CH3:24])[CH2:11][CH2:10]1)=O)(C)(C)C>CO>[ClH:1].[N:12]1([C:15]2[CH:20]=[CH:19][CH:18]=[CH:17][C:16]=2[CH2:21][NH:22][C:23](=[O:25])[CH3:24])[CH2:11][CH2:10][NH:9][CH2:14][CH2:13]1 |f:3.4|. Procedure: Methanolic hydrogen chloride (4M, 5 mL) was added to a stirred, cooled (0° C.) suspension of N-[2-(4-t-butoxycarbonylpiperazin-1-yl)phenylmethyl]acetamide (668 mg, 2 mmol) in methanol (2 mL) and the mixture was stirred at room temperature for 4 h. The solvent was evaporated under reduced pressure to give the title compound as a colorless foam (536 mg, 99%), δH (360 MHz, d6 -DMSO) 9.20 (2H, br s), 8.26 (1H, br t, J 5.8 Hz), 7.26 (2H, m), 7.12 (2H, m), 4.33 (2H, d, J 5.8 Hz), 3.22 (4H, m), 3.04 (4...